This data is from the Open Reaction Database (ORD), a public repository of structured organic reaction records. The task is: describe an organic reaction: reactants, conditions, products, and yield Reactants: ClCCl, COC(Cl)Cl, Cc1ccc2ccccc2c1, [Cl-], [Cl-], [Cl-], [Cl-], [Ti+4]. Yields the product Cc1ccc2ccccc2c1C=O. Reaction SMILES: [CH2:22]([Cl:23])[Cl:24].[CH3:12][O:13][CH:14]([Cl:15])[Cl:16].[CH3:1][c:2]1[cH:3][cH:4][c:5]2[cH:6][cH:7][cH:8][cH:9][c:10]2[cH:11]1.[Cl-:17].[Cl-:18].[Cl-:19].[Cl-:20].[Ti+4:21]>>[CH3:1][c:2]1[cH:3][cH:4][c:5]2[cH:6][cH:7][cH:8][cH:9][c:10]2[c:11]1[CH:12]=[O:13]. Reactants: FC1(C(CCCC1)NC(OCC1=CC=CC=C1)=O)F (benzyl (2,2-difluorocyclohexyl)carbamate). Reagents/catalysts: [Pd] (palladium on carbon). Run in C(=O)O (formic acid), CO (methanol). Conditions: time 18 hour. Product: C(=O)[O-].FC1(C(CCCC1)[NH3+])F (2,2-Difluorocyclohexanaminium formate). The yield is 78.8%. As a reaction SMILES: [F:1][C:2]1([F:19])[CH2:7][CH2:6][CH2:5][CH2:4][CH:3]1[NH:8][C:9](=[O:18])[O:10]CC1C=CC=CC=1>C(O)=O.CO.[Pd]>[CH:9]([O-:18])=[O:10].[F:1][C:2]1([F:19])[CH2:7][CH2:6][CH2:5][CH2:4][CH:3]1[NH3+:8] |f:4.5|. Procedure details: To a solution of benzyl (2,2-difluorocyclohexyl)carbamate (0.200 g, 0.7 mmol) in 4% formic acid in methanol (10 mL) was added 10% palladium on carbon (0.15 g, 50% wet). The reaction mixture was stirred under an atmosphere of hydrogen for 18 hrs, filtered through Celite, washing with methanol, and concentrated under vacuum to give an off-white solid (0.1 g). 1H NMR (d6-DMSO, 300 MHz) δ 8.21 (s, 1H), 3.03-2.95 (m, 1H), 2.07-2.04 (m, 1H), 1.76-1.34 (m, 7H). ESI (m/z): 136.2 (M+H).